From a dataset of the Open Reaction Database (ORD), a public repository of structured organic reaction records. describe an organic reaction: reactants, conditions, products, and yield The reactants are C(CCCCCCC)C1=NOC(=N1)C1=CC=C(C=O)C=C1 (4-(3-octyl-1,2,4-oxadiazol-5-yl)benzaldehyde), Cl.FC(S(=O)(=O)C1=CC=C(CN)C=C1)(F)F (4-[(trifluoromethyl)sulfonyl]benzylamine hydrochloride). Product: FC(S(=O)(=O)C1=CC=C(CNCC2=CC=C(C=C2)C2=NC(=NO2)CCCCCCCC)C=C1)(F)F (N-{4-[(trifluoromethyl)sulfonyl]benzyl}-N-[4-(3-octyl-1,2,4-oxadiazol-5-yl)benzyl]amine). Reaction SMILES: [CH2:1]([C:9]1[N:13]=[C:12]([C:14]2[CH:21]=[CH:20][C:17]([CH:18]=O)=[CH:16][CH:15]=2)[O:11][N:10]=1)[CH2:2][CH2:3][CH2:4][CH2:5][CH2:6][CH2:7][CH3:8].Cl.[F:23][C:24]([F:37])([F:36])[S:25]([C:28]1[CH:35]=[CH:34][C:31]([CH2:32][NH2:33])=[CH:30][CH:29]=1)(=[O:27])=[O:26]>>[F:36][C:24]([F:23])([F:37])[S:25]([C:28]1[CH:35]=[CH:34][C:31]([CH2:32][NH:33][CH2:18][C:17]2[CH:20]=[CH:21][C:14]([C:12]3[O:11][N:10]=[C:9]([CH2:1][CH2:2][CH2:3][CH2:4][CH2:5][CH2:6][CH2:7][CH3:8])[N:13]=3)=[CH:15][CH:16]=2)=[CH:30][CH:29]=1)(=[O:26])=[O:27] |f:1.2|. Procedure details: The same procedure as employed in the preparation of Example 357 (step a) but using 4-(3-octyl-1,2,4-oxadiazol-5-yl)benzaldehyde and 4-[(trifluoromethyl)sulfonyl]benzylamine hydrochloride gave the title compound as an oil. HPLC (Condition A), Rt: 4.36 min (HPLC purity: 43.4%). Starting materials: C(#N)N=C1N(CCCN1)[C@H]1[C@@H](C(OC2=C1C=C(C=C2)C#N)(C)C)O (trans-4-(2-cyanoiminohexahydropyrimidin-1-yl)-3,4-dihydro-3-hydroxy-2,2-dimethyl-2H-1-benzopyran-6-carbonitrile), C(C)(=O)OC(C)=O (acetic anhydride). Solvent: N1=CC=CC=C1 (pyridine). Reaction conditions: time 7 day. Yields the product C(C)(=O)O[C@@H]1C(OC2=C([C@H]1N1C(NCCC1)=NC#N)C=C(C=C2)C#N)(C)C (trans-3-acetoxy-4-(2-cyanoiminohexahydropyrimidin-1-yl)-3,4-dihydro-2,2-dimethyl-2H-1-benzopyran-6carbonitrile). As a reaction SMILES: [C:1]([N:3]=[C:4]1[NH:9][CH2:8][CH2:7][CH2:6][N:5]1[C@@H:10]1[C:15]2[CH:16]=[C:17]([C:20]#[N:21])[CH:18]=[CH:19][C:14]=2[O:13][C:12]([CH3:23])([CH3:22])[C@H:11]1[OH:24])#[N:2].[C:25](OC(=O)C)(=[O:27])[CH3:26]>N1C=CC=CC=1>[C:25]([O:24][C@H:11]1[C@H:10]([N:5]2[CH2:6][CH2:7][CH2:8][NH:9][C:4]2=[N:3][C:1]#[N:2])[C:15]2[CH:16]=[C:17]([C:20]#[N:21])[CH:18]=[CH:19][C:14]=2[O:13][C:12]1([CH3:22])[CH3:23])(=[O:27])[CH3:26]. Procedure details: A mixture of trans-4-(2-cyanoiminohexahydropyrimidin-1-yl)-3,4-dihydro-3-hydroxy-2,2-dimethyl-2H-1-benzopyran-6-carbonitrile (651 mg) and acetic anhydride (0.76 ml) in pyridine (2 ml) was stirred for 7 days at room temperature. The mixture was concentrated under reduced pressure, and the residue was dissolved in ethyl acetate, washed twice with water and dried over anhydrous magnesium sulfate. The solvent was evaporated in vacuo and the residue was pulverized with diisopropyl ether to give trans... Reactants: CN1N=CC(=C1)C1=CN=C2C(=N1)C(=CN2COCC[Si](C)(C)C)C(=O)O (2-(1-methyl-1H-pyrazol-4-yl)-5-((2-(trimethylsilyl)ethoxy)methyl)-5H-pyrrolo[3,2-b]pyrazine-7-carboxylic acid), Cl.C(#N)C1CNC1 (3-cyanoazetidine hydrochloride), C(=O)(OC(C)(C)C)N[C@H](C(C)(C)C)C(=O)O (Boc-D-tert-leucine), FC(C(=O)O)(F)F (Trifluoroacetic acid), N1CCCC1 (pyrrolidine), C(=O)(OC(C)(C)C)N[C@H](CC(C)C)C(=O)O (Boc-D-leucine), C1(CC1)C=1N=C2C(=NC1)N(C=C2C(=O)O)COCC[Si](C)(C)C (2-cyclopropyl-5-(2-trimethylsilanyl-ethoxymethyl)-5H-pyrrolo[2,3-b]pyrazine-7-carboxylic acid). Product: C(#N)C1CN(C1)C(=O)[C@@H](CC(C)C)NC(=O)C1=CNC2=NC=C(N=C21)C=2C=NN(C2)C (2-(1-Methyl-1H-pyrazol-4-yl)-5H-pyrrolo[2,3-b]pyrazine-7-carboxylic acid [(R)-1-(3-cyano-azetidine-1-carbonyl)-3-methyl-butyl]-amide). As a reaction SMILES: Cl.[C:2]([CH:4]1[CH2:7][NH:6][CH2:5]1)#[N:3].N1CCCC1.[C:13]([NH:20][C@@H:21]([C:26]([OH:28])=O)[CH2:22][CH:23]([CH3:25])[CH3:24])([O:15]C(C)(C)C)=O.C(N[C@@H](C(O)=O)C(C)(C)C)(OC(C)(C)C)=O.[CH3:45][N:46]1[CH:50]=[C:49]([C:51]2[N:56]=[C:55]3[C:57](C(O)=O)=[CH:58][N:59](COCC[Si](C)(C)C)[C:54]3=[N:53][CH:52]=2)[CH:48]=[N:47]1.C1(C2N=C3C(C(O)=O)=CN(COCC[Si](C)(C)C)C3=NC=2)CC1.FC(F)(F)C(O)=O>>[C:2]([CH:4]1[CH2:7][N:6]([C:26]([C@H:21]([NH:20][C:13]([C:57]2[C:55]3[C:54](=[N:53][CH:52]=[C:51]([C:49]4[CH:48]=[N:47][N:46]([CH3:45])[CH:50]=4)[N:56]=3)[NH:59][CH:58]=2)=[O:15])[CH2:22][CH:23]([CH3:24])[CH3:25])=[O:28])[CH2:5]1)#[N:3] |f:0.1|. Procedure details: Prepared according to the procedure outlined in Example 1 substituting 3-cyanoazetidine hydrochloride for pyrrolidine, Boc-D-leucine for Boc-D-tert-leucine, and 2-(1-methyl-1H-pyrazol-4-yl)-5-((2-(trimethylsilyl)ethoxy)methyl)-5H-pyrrolo[3,2-b]pyrazine-7-carboxylic acid for 2-cyclopropyl-5-(2-trimethylsilanyl-ethoxymethyl)-5H-pyrrolo[2,3-b]pyrazine-7-carboxylic acid. Trifluoroacetic acid was used in place of hydrochloric acid for all N-Boc deprotection steps. MS: (M+H)+=421. The reactants are C(C)(C)(C)C1=C(C=CC(=C1)C(C)(C)C)O (2,4-di-tert-butylphenol), [H][H] (hydrogen). The reagents and catalysts are [C].[Pd] (palladium-carbon). Product: C(C)(C)(C)C1C(CCC(C1)C(C)(C)C)=O (2,4-di-tert-butylcyclohexanone). The yield is 71.3%. As a reaction SMILES: [C:1]([C:5]1[CH:10]=[C:9]([C:11]([CH3:14])([CH3:13])[CH3:12])[CH:8]=[CH:7][C:6]=1[OH:15])([CH3:4])([CH3:3])[CH3:2].[H][H]>[C].[Pd]>[C:1]([CH:5]1[CH2:10][CH:9]([C:11]([CH3:14])([CH3:13])[CH3:12])[CH2:8][CH2:7][C:6]1=[O:15])([CH3:4])([CH3:3])[CH3:2] |f:2.3|. Reported procedure: 300 g of 2,4-di-tert-butylphenol and 3.0 g of 5% palladium-carbon catalyst were introduced into a 500 ml autoclave and stirred therein at a reaction temperature of 180° C. under a hydrogen pressure of 20 kg/cm2. After approximately ten hours, the absorption of the theoretical amount (2.9 moles) of hydrogen was confirmed. Then the reaction mixture was cooled to room temperature and the catalyst was filtered off. 218 g of the crude 2,4-di-tert-butylcyclohexanone thus obtained was distilled under r... Starting materials: CCCC[N+](CCCC)(CCCC)CCCC.[F-] (TBAF), FC1=C(C=C(C=C1)F)/C/1=C/C=2C(=NC=CC2)C(CC1)O[Si](C(C)C)(C(C)C)C(C)C ((E)-6-(2,5-difluorophenyl)-9-(triisopropylsilyloxy)-8,9-dihydro-7H-cyclohepta[b]pyridine). Run in C1CCOC1 (THF). Reaction conditions: time 6 hour. The product is FC1=C(C=C(C=C1)F)/C/1=C/C=2C(=NC=CC2)C(CC1)O ((E)-6-(2,5-Difluorophenyl)-8,9-dihydro-7H-cyclohepta[b]pyridin-9-ol). RXN SMILES: CCCC[N+](CCCC)(CCCC)CCCC.[F-].[F:19][C:20]1[CH:25]=[CH:24][C:23]([F:26])=[CH:22][C:21]=1[C:27]1=[CH:28][C:29]2[C:30]([CH:35]([O:38][Si](C(C)C)(C(C)C)C(C)C)[CH2:36][CH2:37]1)=[N:31][CH:32]=[CH:33][CH:34]=2>C1COCC1>[F:19][C:20]1[CH:25]=[CH:24][C:23]([F:26])=[CH:22][C:21]=1[C:27]1=[CH:28][C:29]2[C:30]([CH:35]([OH:38])[CH2:36][CH2:37]1)=[N:31][CH:32]=[CH:33][CH:34]=2 |f:0.1|. Procedure: TBAF (0.954 mL, 0.954 mmol) was added to the THF (5 mL) solution of (E)-6-(2,5-difluorophenyl)-9-(triisopropylsilyloxy)-8,9-dihydro-7H-cyclohepta[b]pyridine (0.2049 g, 0.477 mmol) at rt. The reaction was stirred at room temperature for 6 hours. The solvent was removed via vacuum and the product was purified by flash column eluted with ethyl acetate in hexane from 0 to 50% to 100% (102.2 mg, 78%). MS (ESI)[M+H+]=274.23 1H NMR (400 MHz, CHLOROFORM-d) δ ppm 8.37 (dd, J=4.78, 1.26 Hz, 1H) 7.51 (dd, ... The reactants are O=C(Nc1ccnc(Br)c1)c1c(Cl)cccc1Cl, O=C([O-])[O-], [Cs+], [Cs+], Nc1cnn(C2CCOCC2)c1, O=C(C=Cc1ccccc1)C=Cc1ccccc1, O=C(C=Cc1ccccc1)C=Cc1ccccc1, O=C(C=Cc1ccccc1)C=Cc1ccccc1, C1COCCO1, [Pd], [Pd]. Product: O=C(Nc1ccnc(Nc2cnn(C3CCOCC3)c2)c1)c1c(Cl)cccc1Cl. RXN SMILES: [Br:1][c:2]1[n:3][cH:4][cH:5][c:6]([NH:8][C:9]([c:10]2[c:11]([Cl:17])[cH:12][cH:13][cH:14][c:15]2[Cl:16])=[O:18])[cH:7]1.[C:31](=[O:32])([O-:33])[O-:34].[Cs+:35].[Cs+:36].[O:19]1[CH2:20][CH2:21][CH:22]([n:25]2[n:26][cH:27][c:28]([NH2:30])[cH:29]2)[CH2:23][CH2:24]1.[O:39]=[C:40]([CH:41]=[CH:42][c:43]1[cH:44][cH:45][cH:46][cH:47][cH:48]1)[CH:49]=[CH:50][c:51]1[cH:52][cH:53][cH:54][cH:55][cH:56]1.[O:57]=[C:58]([CH:59]=[CH:60][c:61]1[cH:62][cH:63][cH:64][cH:65][cH:66]1)[CH:67]=[CH:68][c:69]1[cH:70][cH:71][cH:72][cH:73][cH:74]1.[O:75]=[C:76]([CH:77]=[CH:78][c:79]1[cH:80][cH:81][cH:82][cH:83][cH:84]1)[CH:85]=[CH:86][c:87]1[cH:88][cH:89][cH:90][cH:91][cH:92]1.[O:93]1[CH2:94][CH2:95][O:96][CH2:97][CH2:98]1.[Pd:37].[Pd:38]>>[c:2]1([NH:30][c:28]2[cH:27][n:26][n:25]([CH:22]3[CH2:21][CH2:20][O:19][CH2:24][CH2:23]3)[cH:29]2)[n:3][cH:4][cH:5][c:6]([NH:8][C:9]([c:10]2[c:11]([Cl:17])[cH:12][cH:13][cH:14][c:15]2[Cl:16])=[O:18])[cH:7]1. Reactants: ClC1=CC=C(CN2C(=NC=3N(C(N(C(C23)=O)CC(COC)O)=O)C)OC2=CC(=CC=C2)OC(F)(F)F)C=C1 (7-(4-chlorobenzyl)-1-(2-hydroxy-3-methoxypropyl)-3-methyl-8-(3-(trifluoromethoxy)phenoxy)-1H-purine-2,6(3H,7H)-dione), C(C)(=O)OC(C)=O (acetic anhydride), crude material. Solvent: CS(=O)C (methyl sulfoxide). Reaction conditions: temperature 25 celsius, time 16 hour. The product is ClC1=CC=C(CN2C(=NC=3N(C(N(C(C23)=O)CC(COC)=O)=O)C)OC2=CC(=CC=C2)OC(F)(F)F)C=C1 (7-(4-chlorobenzyl)-1-(3-methoxy-2-oxopropyl)-3-methyl-8-(3-(trifluoromethoxy)phenoxy)-1H-purine-2,6(3H,7H)-dione). Yield: 30.1%. Reaction SMILES: [Cl:1][C:2]1[CH:38]=[CH:37][C:5]([CH2:6][N:7]2[C:15]3[C:14](=[O:16])[N:13]([CH2:17][CH:18]([OH:22])[CH2:19][O:20][CH3:21])[C:12](=[O:23])[N:11]([CH3:24])[C:10]=3[N:9]=[C:8]2[O:25][C:26]2[CH:31]=[CH:30][CH:29]=[C:28]([O:32][C:33]([F:36])([F:35])[F:34])[CH:27]=2)=[CH:4][CH:3]=1.C(OC(=O)C)(=O)C>CS(C)=O>[Cl:1][C:2]1[CH:3]=[CH:4][C:5]([CH2:6][N:7]2[C:15]3[C:14](=[O:16])[N:13]([CH2:17][C:18](=[O:22])[CH2:19][O:20][CH3:21])[C:12](=[O:23])[N:11]([CH3:24])[C:10]=3[N:9]=[C:8]2[O:25][C:26]2[CH:31]=[CH:30][CH:29]=[C:28]([O:32][C:33]([F:36])([F:34])[F:35])[CH:27]=2)=[CH:37][CH:38]=1. Procedure details: To a solution of 7-(4-chlorobenzyl)-1-(2-hydroxy-3-methoxypropyl)-3-methyl-8-(3-(trifluoromethoxy)phenoxy)-1H-purine-2,6(3H,7H)-dione (40 mg, 0.072 mmol, example 7f) in methyl sulfoxide (4 mL) was added acetic anhydride (37 mg, 0.363 mmol) dropwise. Then the mixture was stirred at 25° C. for 16 h. The mixture was partitioned between ethyl acetate and water and the organic phase was washed with brine, dried over sodium sulfate, filtered and was concentrated to give crude product. This crude mater...